This data is from the Open Reaction Database (ORD), a public repository of structured organic reaction records. The task is: describe an organic reaction: reactants, conditions, products, and yield Reactants: C1(=CC=CC=C1)O (phenol), C1(=CC=CC=C1)P(C1=CC=CC=C1)C1=CC=CC=C1 (triphenylphosphine), C(C)OC(=O)N=NC(=O)OCC (azodicarboxylic acid diethyl ester), COC(C1=CC(=CC(=C1)CO)C1=CC(=CC=C1)C#N)=O (3-(3-cyanophenyl)-5-(hydroxymethyl)benzoic acid methyl ester). Solvent: C1CCOC1 (THF). Conditions: time 8 hour. The product is COC(C1=CC(=CC(=C1)COC1=CC=CC=C1)C1=CC(=CC=C1)C#N)=O (3-(3-cyanophenyl)-5-(phenoxymethyl)benzoic acid methyl ester). Yield: 80.9%. RXN SMILES: [CH3:1][O:2][C:3](=[O:20])[C:4]1[CH:9]=[C:8]([CH2:10][OH:11])[CH:7]=[C:6]([C:12]2[CH:17]=[CH:16][CH:15]=[C:14]([C:18]#[N:19])[CH:13]=2)[CH:5]=1.[C:21]1(O)[CH:26]=[CH:25][CH:24]=[CH:23][CH:22]=1.C1(P(C2C=CC=CC=2)C2C=CC=CC=2)C=CC=CC=1.C(OC(N=NC(OCC)=O)=O)C>C1COCC1>[CH3:1][O:2][C:3](=[O:20])[C:4]1[CH:9]=[C:8]([CH2:10][O:11][C:21]2[CH:26]=[CH:25][CH:24]=[CH:23][CH:22]=2)[CH:7]=[C:6]([C:12]2[CH:17]=[CH:16][CH:15]=[C:14]([C:18]#[N:19])[CH:13]=2)[CH:5]=1. Reported procedure: 30 mg of the 3-(3-cyanophenyl)-5-(hydroxymethyl)benzoic acid methyl ester produced in the production example 4 was dissolved in dry THF in the atmosphere of nitrogen, mixed with 10.5 mg of phenol, 35.4 mg of triphenylphosphine and 21 μl of azodicarboxylic acid diethyl ester at room temperature, and then stirred at room temperature overnight. The solvent was distilled away, and the residue was purified by silica gel chromatography to obtain 31 mg (77%) of the title compound (colorless, crystal). The reactants are C=CCC1(C)CC(c2cccc(Cl)c2)C(c2ccc(Cl)cn2)N(C(CC)CO[Si](c2ccccc2)(c2ccccc2)C(C)(C)C)C1=O, CCCC[N+](CCCC)(CCCC)CCCC, C1CCOC1, [F-]. The product is C=CCC1(C)CC(c2cccc(Cl)c2)C(c2ccc(Cl)cn2)N(C(CC)CO)C1=O. RXN SMILES: [CH2:1]([CH:2]=[CH2:3])[C:4]1([CH3:47])[C:5](=[O:46])[N:6]([CH:24]([CH2:25][O:26][Si:27]([C:28]([CH3:29])([CH3:30])[CH3:31])([c:32]2[cH:33][cH:34][cH:35][cH:36][cH:37]2)[c:38]2[cH:39][cH:40][cH:41][cH:42][cH:43]2)[CH2:44][CH3:45])[CH:7]([c:17]2[n:18][cH:19][c:20]([Cl:23])[cH:21][cH:22]2)[CH:8]([c:10]2[cH:11][c:12]([Cl:16])[cH:13][cH:14][cH:15]2)[CH2:9]1.[CH2:49]([N+:50]([CH2:51][CH2:52][CH2:53][CH3:54])([CH2:55][CH2:56][CH2:57][CH3:58])[CH2:59][CH2:60][CH2:61][CH3:62])[CH2:63][CH2:64][CH3:65].[CH2:66]1[O:67][CH2:68][CH2:69][CH2:70]1.[F-:48]>>[CH2:1]([CH:2]=[CH2:3])[C:4]1([CH3:47])[C:5](=[O:46])[N:6]([CH:24]([CH2:25][OH:26])[CH2:44][CH3:45])[CH:7]([c:17]2[n:18][cH:19][c:20]([Cl:23])[cH:21][cH:22]2)[CH:8]([c:10]2[cH:11][c:12]([Cl:16])[cH:13][cH:14][cH:15]2)[CH2:9]1. Reactants: C1(=CC=CC=C1)C1=NC2=CC=C(C=C2N=C1N1CCNCC1)C(=O)OC (methyl 2-phenyl-3-(piperazin-1-yl)quinoxaline-6-carboxylate), [OH-].[Na+] (sodium hydroxide). The solvent is C1CCOC1.CO (THF MeOH), O (water). Reaction conditions: temperature 30 celsius, time 3 hour. Product: C1(=CC=CC=C1)C1=NC2=CC=C(C=C2N=C1N1CCNCC1)C(=O)O (2-phenyl-3-(piperazin-1-yl)quinoxaline-6-carboxylic acid). Isolated yield 29.9%. As a reaction SMILES: [C:1]1([C:7]2[C:16]([N:17]3[CH2:22][CH2:21][NH:20][CH2:19][CH2:18]3)=[N:15][C:14]3[C:9](=[CH:10][CH:11]=[C:12]([C:23]([O:25]C)=[O:24])[CH:13]=3)[N:8]=2)[CH:6]=[CH:5][CH:4]=[CH:3][CH:2]=1.[OH-].[Na+]>C1COCC1.CO.O>[C:1]1([C:7]2[C:16]([N:17]3[CH2:18][CH2:19][NH:20][CH2:21][CH2:22]3)=[N:15][C:14]3[C:9](=[CH:10][CH:11]=[C:12]([C:23]([OH:25])=[O:24])[CH:13]=3)[N:8]=2)[CH:2]=[CH:3][CH:4]=[CH:5][CH:6]=1 |f:1.2,3.4|. Procedure details: Solutions of methyl 2-phenyl-3-(piperazin-1-yl)quinoxaline-6-carboxylate (160 mg, 0.42 mmol, 1.00 equiv.) in THF/MeOH (1:1) (20 mL) and sodium hydroxide (91.9 mg, 2.30 mmol, 5.00 equiv) in water (1.5 mL) were placed in a 50-mL round bottom flask, stirred for 3 hrs at 30° C. in an oil bath, and then concentrated under vacuum. The residue was dissolved in 4 mL of DMSO and purified via silica gel column (DCM/MeOH (5:1)) yielding 42 mg (29%) of 2-phenyl-3-(piperazin-1-yl)quinoxaline-6-carboxylic aci... Starting materials: O=C(Cl)CCCCCl, O=C1NC(c2ccc(F)c(F)c2)CO1. Product: O=C(CCCCCl)N1C(=O)OCC1c1ccc(F)c(F)c1. As a reaction SMILES: [Cl:15][CH2:16][CH2:17][CH2:18][CH2:19][C:20](=[O:21])[Cl:22].[F:1][c:2]1[cH:3][c:4]([CH:9]2[NH:10][C:11](=[O:14])[O:12][CH2:13]2)[cH:5][cH:6][c:7]1[F:8]>>[F:1][c:2]1[cH:3][c:4]([CH:9]2[N:10]([C:20]([CH2:19][CH2:18][CH2:17][CH2:16][Cl:15])=[O:21])[C:11](=[O:14])[O:12][CH2:13]2)[cH:5][cH:6][c:7]1[F:8]. Reactants: C([O-])(O)=O.[Na+] (sodium bicarbonate), Cl.NO (hydroxylamine hydrochloride), FC(COC1=CC(=NC=C1)C#N)(C(F)(F)F)F (4-(2,2,3,3,3-pentafluoropropoxy)pyridine-2-carbonitrile). The solvent is C(C)O (ethanol). Reaction conditions: time 6 hour. Yields the product FC(COC1=CC(=NC=C1)C(=O)N)(C(F)(F)F)F (4-(2,2,3,3,3-pentafluoropropoxy)pyridine-2-carboxamide). Yield: 101.8%. Reaction SMILES: C(=O)(O)[O-:2].[Na+].Cl.NO.[F:9][C:10]([F:25])([C:21]([F:24])([F:23])[F:22])[CH2:11][O:12][C:13]1[CH:18]=[CH:17][N:16]=[C:15]([C:19]#[N:20])[CH:14]=1>C(O)C>[F:25][C:10]([F:9])([C:21]([F:23])([F:22])[F:24])[CH2:11][O:12][C:13]1[CH:18]=[CH:17][N:16]=[C:15]([C:19]([NH2:20])=[O:2])[CH:14]=1 |f:0.1,2.3|. Procedure details: To 6 ml of ethanol were added 0.49 g of sodium bicarbonate and 0.4 g of hydroxylamine hydrochloride, and the mixture was heated to reflux for 1 hour. After allowing to cool, 0.55 g of 4-(2,2,3,3,3-pentafluoropropoxy)pyridine-2-carbonitrile was added at room temperature, and the mixture was stirred for 6 hours, and concentrated. To the residue was added water, the resultant solution was extracted with ethyl acetate three times, and the organic layers were combined, washed with an aqueous saturate... Reactants: [N+](=O)([O-])C1=CC=C(C=C1)C1=NNC(CC2=C1C=C1C(=C2)OCO1)C (1-(4-Nitrophenyl)-4-methyl-7,8-methylenedioxy-3,4-dihydro-5H-2,3-benzodiazepine), ClCCl (dichloromethane), C1(CCCCC1)N=C=NC1CCCCC1 (dicyclohexylcarbodiimide), CCCCC(=O)O (n-valeric acid). Run at temperature 25 celsius, time 24 hour. Yields the product C1(CCCCC1)NC(=O)NC1CCCCC1 (N,N'-dicyclohexylurea). RXN SMILES: [N+](C1C=CC(C2C3C=C4OCOC4=CC=3CC(C)NN=2)=CC=1)([O-])=[O:2].ClCCl.[CH:28]1([N:34]=[C:35]=[N:36][CH:37]2[CH2:42][CH2:41][CH2:40][CH2:39][CH2:38]2)[CH2:33][CH2:32][CH2:31][CH2:30][CH2:29]1.CCCCC(O)=O>>[CH:37]1([NH:36][C:35]([NH:34][CH:28]2[CH2:29][CH2:30][CH2:31][CH2:32][CH2:33]2)=[O:2])[CH2:42][CH2:41][CH2:40][CH2:39][CH2:38]1. Reported procedure: To a solution of a 2.5 g (7.68 mmol) portion of the product of Example 26 in 40 ml of anhydrous dichloromethane 4.75 g (23 mmol) of dicyclohexylcarbodiimide and 2.88 g (23 mmol) of n-valeric acid were added and the reaction mixture was maintained at 25° C. under intermittent stirring for 24 hours. Then the N,N'-dicyclohexylurea formed as by-product was filtered, the filtrate was evaporated under reduced pressure, the residue was mixed with 2×40 ml of distilled water, decanted and the wet product... Reactants: COC=1C=CC(=CC1)P2(=S)SP(=S)(S2)C=3C=CC(=CC3)OC (Lawesson's reagent), COC=1C=C2C(=CC1)NC1=C2CCN2C(CCC(=C12)CC)=O (9-metlioxy-1-ethyl-2,3,4,6,7,12-hexahydroindolo[2,3-a]quinoIizin-4-one). Run in C1(=CC=CC=C1)C (toluene). Yields the product COC=1C=C2C(=CC1)NC1=C2CCN2C(CCC(=C12)CC)=S (9-methoxy-1-ethyl-2,3,4,6,7, 1 2-hexahydroindolo[2,3-a]quinolizine-4-thione). Yield: 60.0%. RXN SMILES: COC1C=CC(P2(SP(C3C=CC(OC)=CC=3)(=S)S2)=[S:10])=CC=1.[CH3:23][O:24][C:25]1[CH:26]=[C:27]2[C:33]3[CH2:34][CH2:35][N:36]4[C:41]([C:32]=3[NH:31][C:28]2=[CH:29][CH:30]=1)=[C:40]([CH2:42][CH3:43])[CH2:39][CH2:38][C:37]4=O>C1(C)C=CC=CC=1>[CH3:23][O:24][C:25]1[CH:26]=[C:27]2[C:33]3[CH2:34][CH2:35][N:36]4[C:41]([C:32]=3[NH:31][C:28]2=[CH:29][CH:30]=1)=[C:40]([CH2:42][CH3:43])[CH2:39][CH2:38][C:37]4=[S:10]. Reported procedure: Lawesson's reagent (0.5 nimol) is added portionwise, at 110° C., to a solution of 9-metlioxy-1-ethyl-2,3,4,6,7,12-hexahydroindolo[2,3-a]quinoIizin-4-one (300 mg, 1.01 mmol) in anhydrous toluene (15 mL). After refluxing for 30 min. and evaporation of the toluene, the product is chromatographed on silica gel (99/1 chloroform/methanol eluent) and 9-methoxy-1-ethyl-2,3,4,6,7,12-hexahydroindolo[2,3-alquinolizine-4-thione is thus recovered (60% yield).